Dataset: the Open Reaction Database (ORD), a public repository of structured organic reaction records. Task: describe an organic reaction: reactants, conditions, products, and yield Starting materials: CN(C(=O)N1CC2C(C1)CC(C2)=O)C (N,N-dimethyl-5-oxo-hexahydro-cyclopenta[c]pyrrole-2-carboxamide), C1(=CC=C(C=C1)S(=O)(=O)C[N+]#[C-])C (4-toluenesulfonylmethyl isocyanide), CC(C)([O-])C.[K+] (potassium tert-butoxide), C(CCC)O (butanol). Solvent: O (water), [Cl-].[Na+].O (brine), COCCOC (1,2-dimethoxyethane). Product: CN(C(=O)N1CC2C(C1)CC(C2)C#N)C (5-cyano-hexahydro-cyclopenta[c]pyrrole-2-carboxylic acid dimethylamide). Yield: 51.2%. As a reaction SMILES: [CH3:1][N:2]([CH3:14])[C:3]([N:5]1[CH2:9][CH:8]2[CH2:10][C:11](=O)[CH2:12][CH:7]2[CH2:6]1)=[O:4].C1(C)C=CC(S([CH2:24][N+:25]#[C-])(=O)=O)=CC=1.CC(C)([O-])C.[K+].C(O)CCC>COCCOC.O.[Cl-].[Na+].O>[CH3:1][N:2]([CH3:14])[C:3]([N:5]1[CH2:9][CH:8]2[CH2:10][CH:11]([C:24]#[N:25])[CH2:12][CH:7]2[CH2:6]1)=[O:4] |f:2.3,7.8.9|. Procedure: N,N-dimethyl-5-oxo-hexahydro-cyclopenta[c]pyrrole-2-carboxamide 1g (12.9 g, 0.066 mol) and 4-toluenesulfonylmethyl isocyanide (14.2 g, 0.0727 mol) were dissolved in 240 mL of 1,2-dimethoxyethane with stirring upon cooling by an ice-water bath, followed by dropwise addition of a solution of potassium tert-butoxide (14.8 g, 0.132 mol) in tent-butanol. Upon completion of the addition, the ice-water bath was removed. The reaction mixture was warmed up to room temperature and reacted overnight. The r...